From a dataset of the Open Reaction Database (ORD), a public repository of structured organic reaction records. describe an organic reaction: reactants, conditions, products, and yield Starting materials: C(C1=CC=CC=C1)N1CCC(CC1)CN(C1=NC=CC=C1[N+](=O)[O-])CC (1-Benzyl-4-[N-ethyl-N-(3-nitro-2-pyridinyl)amino]methylpiperidine), [H][H] (hydrogen). Reagents/catalysts: [Pd] (palladium on carbon). Run in C(C)O (ethanol). Yields the product C(C1=CC=CC=C1)N1CCC(CC1)CN(C1=NC=CC=C1N)CC (1-Benzyl-4-[N-ethyl-N-(3-amino-2-pyridinyl)amino]methyl piperidine). As a reaction SMILES: [CH2:1]([N:8]1[CH2:13][CH2:12][CH:11]([CH2:14][N:15]([CH2:25][CH3:26])[C:16]2[C:21]([N+:22]([O-])=O)=[CH:20][CH:19]=[CH:18][N:17]=2)[CH2:10][CH2:9]1)[C:2]1[CH:7]=[CH:6][CH:5]=[CH:4][CH:3]=1.[H][H]>[Pd].C(O)C>[CH2:1]([N:8]1[CH2:13][CH2:12][CH:11]([CH2:14][N:15]([CH2:25][CH3:26])[C:16]2[C:21]([NH2:22])=[CH:20][CH:19]=[CH:18][N:17]=2)[CH2:10][CH2:9]1)[C:2]1[CH:7]=[CH:6][CH:5]=[CH:4][CH:3]=1. Procedure details: 1-Benzyl-4-[N-ethyl-N-(3-nitro-2-pyridinyl)amino]methylpiperidine (EXAMPLE 176, 9.8 g, 27.6 mmol) and 10% palladium on carbon (3 g) in ethanol (250 ml) are hydrogenated at 40 p.s.i. hydrogen for one hr. Filtration and evaporation of the solvent gives the title compound, NMR (300 MHz, CD3OD) 7.60, 7.28, 7.05, 6.86, 3.46, 3.01, 2.84, 1.90, 1.70, 1.40, 1.19 and 1.0δ. The reactants are Cl.COC=1C=C(C=CC1OC)C=1C(C(N(N1)C1CCNCC1)=O)(C)C (5-(3,4-dimethoxyphenyl)-4,4-dimethyl-2-(piperidin-4-yl)-2,4-dihydro-3H-pyrazol-3-one hydrochloride), Cl.COC=1C=C(C=CC1OC)C=1C(C(N(N1)C1CCNCC1)=O)(C)C (5-(3,4-dimethoxyphenyl)-4,4-dimethyl-2-(piperidin-4-yl)-2,4-dihydro-3H-pyrazol-3-one hydrochloride), C1(=CC=CC=C1)S(=O)(=O)Cl (benzenesulfonyl chloride). The product is COC=1C=C(C=CC1OC)C=1C(C(N(N1)C1CCN(CC1)S(=O)(=O)C1=CC=CC=C1)=O)(C)C (5-(3,4-Dimethoxyphenyl)-4,4-dimethyl-2-[1-(phenylsulfonyl)piperidin-4-yl]-2,4-dihydro-3H-pyrazol-3-one). Reaction SMILES: Cl.[CH3:2][O:3][C:4]1[CH:5]=[C:6]([C:12]2[C:13]([CH3:25])([CH3:24])[C:14](=[O:23])[N:15]([CH:17]3[CH2:22][CH2:21][NH:20][CH2:19][CH2:18]3)[N:16]=2)[CH:7]=[CH:8][C:9]=1[O:10][CH3:11].[C:26]1([S:32](Cl)(=[O:34])=[O:33])[CH:31]=[CH:30][CH:29]=[CH:28][CH:27]=1>>[CH3:2][O:3][C:4]1[CH:5]=[C:6]([C:12]2[C:13]([CH3:25])([CH3:24])[C:14](=[O:23])[N:15]([CH:17]3[CH2:22][CH2:21][N:20]([S:32]([C:26]4[CH:31]=[CH:30][CH:29]=[CH:28][CH:27]=4)(=[O:34])=[O:33])[CH2:19][CH2:18]3)[N:16]=2)[CH:7]=[CH:8][C:9]=1[O:10][CH3:11] |f:0.1|. Reported procedure: The title compound is prepared analogously as described for GP1 using 5-(3,4-dimethoxyphenyl)-4,4-dimethyl-2-(piperidin-4-yl)-2,4-dihydro-3H-pyrazol-3-one hydrochloride (compound B1*HCl) and benzenesulfonyl chloride as starting compounds. The crude product is purified by crystallization from methanol to yield the title compound. Starting materials: CC(=O)O[BH-](OC(C)=O)OC(C)=O, CCc1nc2ccccc2n1-c1nc(N2CCOCC2)c2nc(C3(O)CNC3)n(C)c2n1, CC(C)=O, [Na+]. Product: CCc1nc2ccccc2n1-c1nc(N2CCOCC2)c2nc(C3(O)CN(C(C)C)C3)n(C)c2n1. As a reaction SMILES: [C:37]([O:38][BH-:39]([O:40][C:41](=[O:42])[CH3:43])[O:44][C:45](=[O:46])[CH3:47])(=[O:48])[CH3:49].[CH2:1]([CH3:2])[c:3]1[n:4][c:5]2[c:6]([n:7]1-[c:8]1[n:9][c:10]([N:23]3[CH2:24][CH2:25][O:26][CH2:27][CH2:28]3)[c:11]3[n:12][c:13]([C:18]4([OH:22])[CH2:19][NH:20][CH2:21]4)[n:14]([CH3:17])[c:15]3[n:16]1)[cH:29][cH:30][cH:31][cH:32]2.[CH3:33][C:34]([CH3:35])=[O:36].[Na+:50]>>[CH2:1]([CH3:2])[c:3]1[n:4][c:5]2[c:6]([n:7]1-[c:8]1[n:9][c:10]([N:23]3[CH2:24][CH2:25][O:26][CH2:27][CH2:28]3)[c:11]3[n:12][c:13]([C:18]4([OH:22])[CH2:19][N:20]([CH:34]([CH3:33])[CH3:35])[CH2:21]4)[n:14]([CH3:17])[c:15]3[n:16]1)[cH:29][cH:30][cH:31][cH:32]2. The reactants are CCN1CCC(N)CC1, COc1cc(C(=O)NC2CCN(C)C2)ccc1[N+](=O)[O-]. Yields the product CCN1CCC(NC(=O)c2ccc([N+](=O)[O-])c(OC)c2)CC1. RXN SMILES: [CH2:21]([CH3:22])[N:23]1[CH2:24][CH2:25][CH:26]([NH2:29])[CH2:27][CH2:28]1.[CH3:1][O:2][c:3]1[cH:4][c:5]([C:6](=[O:7])[NH:8][CH:9]2[CH2:10][CH2:11][N:12]([CH3:13])[CH2:14]2)[cH:15][cH:16][c:17]1[N+:18](=[O:19])[O-:20]>>[CH3:1][O:2][c:3]1[cH:4][c:5]([C:6](=[O:7])[NH:29][CH:26]2[CH2:25][CH2:24][N:23]([CH2:21][CH3:22])[CH2:28][CH2:27]2)[cH:15][cH:16][c:17]1[N+:18](=[O:19])[O-:20]. The reactants are O=C([O-])[O-], CCOC(C)=O, N#Cc1cccc(N2CC(c3ccc(O)c(OC4CCCC4)c3)CC2=O)c1, BrCC1CC1, [K+], [K+], CN(C)C=O. Yields the product N#Cc1cccc(N2CC(c3ccc(OCC4CC4)c(OC4CCCC4)c3)CC2=O)c1. Reaction SMILES: [C:28](=[O:29])([O-:30])[O-:31].[CH3:44][CH2:45][O:46][C:47]([CH3:48])=[O:49].[CH:1]1([O:6][c:7]2[cH:8][c:9]([CH:14]3[CH2:15][C:16](=[O:27])[N:17]([c:19]4[cH:20][c:21]([C:22]#[N:23])[cH:24][cH:25][cH:26]4)[CH2:18]3)[cH:10][cH:11][c:12]2[OH:13])[CH2:2][CH2:3][CH2:4][CH2:5]1.[CH:34]1([CH2:37][Br:38])[CH2:35][CH2:36]1.[K+:32].[K+:33].[O:39]=[CH:40][N:41]([CH3:42])[CH3:43]>>[CH:1]1([O:6][c:7]2[cH:8][c:9]([CH:14]3[CH2:15][C:16](=[O:27])[N:17]([c:19]4[cH:20][c:21]([C:22]#[N:23])[cH:24][cH:25][cH:26]4)[CH2:18]3)[cH:10][cH:11][c:12]2[O:13][CH2:37][CH:34]2[CH2:35][CH2:36]2)[CH2:2][CH2:3][CH2:4][CH2:5]1. The reactants are F[B-](F)(F)F.C[O+](C)C (Trimethyloxonium tetrafluoroborate), C(#N)C1=CC=C(C=C1)C(NC(=O)NC1=CC(=CC=C1)C(F)(F)F)C1=C(CC2(CCOCC2)CC1=O)O (1-((4-cyanophenyl)(8-hydroxy-10-oxo-3-oxaspiro[5.5]undec-8-en-9-yl)methyl)-3-(3-(trifluoromethyl)phenyl)urea), C(#N)C1=CC=C(C=C1)C(NC(=O)NC1=CC(=CC=C1)C(F)(F)F)C1=C(CC2(CCOCC2)CC1=O)O (1-((4-cyanophenyl)(8-hydroxy-10-oxo-3-oxaspiro[5.5]undec-8-en-9-yl)methyl)-3-(3-(trifluoromethyl)phenyl)urea), C(C)(C)N(C(C)C)CC (N,N-diisopropylethylamine). Solvent: ClCCl (dichloromethane). Conditions: time 30 minute. Yields the product C(#N)C1=CC=C(C=C1)C(NC(=O)NC1=CC(=CC=C1)C(F)(F)F)C1=C(CC2(CCOCC2)CC1=O)OC (1-((4-Cyanophenyl)(8-methoxy-10-oxo-3-oxaspiro[5.5]undec-8-en-9-yl)methyl)-3-(3-(trifluoromethyl)phenyl)urea). RXN SMILES: F[B-](F)(F)F.[CH3:6][O+](C)C.[C:10]([C:12]1[CH:17]=[CH:16][C:15]([CH:18]([C:33]2[C:43](=[O:44])[CH2:42][C:36]3([CH2:41][CH2:40][O:39][CH2:38][CH2:37]3)[CH2:35][C:34]=2[OH:45])[NH:19][C:20]([NH:22][C:23]2[CH:28]=[CH:27][CH:26]=[C:25]([C:29]([F:32])([F:31])[F:30])[CH:24]=2)=[O:21])=[CH:14][CH:13]=1)#[N:11].C(N(CC)C(C)C)(C)C>ClCCl>[C:10]([C:12]1[CH:13]=[CH:14][C:15]([CH:18]([C:33]2[C:34](=[O:45])[CH2:35][C:36]3([CH2:37][CH2:38][O:39][CH2:40][CH2:41]3)[CH2:42][C:43]=2[O:44][CH3:6])[NH:19][C:20]([NH:22][C:23]2[CH:28]=[CH:27][CH:26]=[C:25]([C:29]([F:32])([F:31])[F:30])[CH:24]=2)=[O:21])=[CH:16][CH:17]=1)#[N:11] |f:0.1|. Procedure details: Trimethyloxonium tetrafluoroborate (320 mg, 2.16 mmol) is added to a solution of 1-((4-cyanophenyl)(8-hydroxy-10-oxo-3-oxaspiro[5.5]undec-8-en-9-yl)methyl)-3-(3-(trifluoromethyl)phenyl)urea (intermediate 10, 712 mg, 1.43 mmol) and N,N-diisopropylethylamine (490 μL, 2.81 mmol) in dichloromethane (20 mL). The mixture is stirred at room temperature for 30 min and washed with water. The organic layer is concentrated under reduced pressure, and the residue is purified by reversed phase HPLC (Waters X... Starting materials: CC(C)=CCCC(C)=CCO, CSC, O=C1CCC(=O)N1Cl, ClCCl. Product: CC(C)=CCCC(C)=CCCl. As a reaction SMILES: [CH3:12][C:13]([CH3:14])=[CH:15][CH2:16][CH2:17][C:18]([CH3:19])=[CH:20][CH2:21][OH:22].[CH3:9][S:10][CH3:11].[Cl:1][N:2]1[C:3](=[O:4])[CH2:5][CH2:6][C:7]1=[O:8].[Cl:23][CH2:24][Cl:25]>>[Cl:1][CH2:21][CH:20]=[C:18]([CH2:17][CH2:16][CH:15]=[C:13]([CH3:12])[CH3:14])[CH3:19].